This data is from the Open Reaction Database (ORD), a public repository of structured organic reaction records. The task is: describe an organic reaction: reactants, conditions, products, and yield Starting materials: CN(C=O)C (dimethylformamide), O1CCCC1 (tetrahydrofuran), C1(CCCC1)C=C1COC2=CC(=CC=C2C1=O)C(=O)OC (methyl 3-(cyclopentylmethylene)-4-oxochroman-7-carboxylate), 31, Cl.ClC1=C(C#N)C=CC(=C1)NN (2-chloro-4-hydrazinylbenzonitrile hydrochloride). The solvent is CO (methanol). Product: ClC=1C=C(C=CC1C#N)N1N=C2C(C1C1CCCC1)COC=1C=C(C=CC12)C(=O)O (2-(3-chloro-4-cyanophenyl)-3-cyclopentyl-2,3,3a,4-tetrahydrochromeno[4,3-c]pyrazole-7-carboxylic acid). RXN SMILES: [CH:1]1([CH:6]=[C:7]2[C:16](=O)[C:15]3[C:10](=[CH:11][C:12]([C:18]([O:20]C)=[O:19])=[CH:13][CH:14]=3)[O:9][CH2:8]2)[CH2:5][CH2:4][CH2:3][CH2:2]1.Cl.[Cl:23][C:24]1[CH:31]=[C:30]([NH:32][NH2:33])[CH:29]=[CH:28][C:25]=1[C:26]#[N:27].O1CCCC1.CN(C)C=O>CO>[Cl:23][C:24]1[CH:31]=[C:30]([N:32]2[CH:6]([CH:1]3[CH2:2][CH2:3][CH2:4][CH2:5]3)[CH:7]3[CH2:8][O:9][C:10]4[CH:11]=[C:12]([C:18]([OH:20])=[O:19])[CH:13]=[CH:14][C:15]=4[C:16]3=[N:33]2)[CH:29]=[CH:28][C:25]=1[C:26]#[N:27] |f:1.2|. Procedure: The title compound was prepared from methyl 3-(cyclopentylmethylene)-4-oxochroman-7-carboxylate, Preparation 31 (573 mg, 2.0 mmol) and 2-chloro-4-hydrazinylbenzonitrile hydrochloride; Preparation 1 (612 mg, 3.0 mmol) according to Method B and Method C. The crude precipitate was formed from dimethylformamide and methanol to give 2-(3-chloro-4-cyanophenyl)-3-cyclopentyl-2,3,3a,4-tetrahydrochromeno[4,3-c]pyrazole-7-carboxylic acid (yellow solid, 237 mg, 0.563 mmol, 28% yield). The title compound wa... Reactants: C(C)[N+]1=C(SC2=C1C=CC=C2)C.CC=1C=CC(=CC1)S(=O)(=O)O (3-Ethyl-2-methyl-benzothiazolium p-toluenesulfonate), ClC(C1=NC(=NC(=N1)C(Cl)(Cl)Cl)C=1C=C(C(=O)Cl)C=CC1)(Cl)Cl (3-(4,6-bis-trichloromethyl-s-triazin-2-yl) benzoylchloride), C1(=CC=CC=C1)C (toluene). Solvent: C(C)N(CC)CC (triethylamine). Reaction conditions: time 3 hour. Yields the product ClC(C1=NC(=NC(=N1)C(Cl)(Cl)Cl)C=1C=C(C(=O)C=C2SC3=C(N2CC)C=CC=C3)C=CC1)(Cl)Cl (2-[3-(4,6-bis-trichloromethyl-s-triazin-2-yl)benzoylmethylene]-3-ethyl-benzothiazoline). RXN SMILES: [CH2:1]([N+:3]1[C:7]2[CH:8]=[CH:9][CH:10]=[CH:11][C:6]=2[S:5][C:4]=1[CH3:12])[CH3:2].CC1C=CC(S(O)(=O)=O)=CC=1.[Cl:24][C:25]([Cl:46])([Cl:45])[C:26]1[N:31]=[C:30]([C:32]([Cl:35])([Cl:34])[Cl:33])[N:29]=[C:28]([C:36]2[CH:37]=[C:38]([CH:42]=[CH:43][CH:44]=2)[C:39](Cl)=[O:40])[N:27]=1.C1(C)C=CC=CC=1>C(N(CC)CC)C>[Cl:35][C:32]([Cl:33])([Cl:34])[C:30]1[N:31]=[C:26]([C:25]([Cl:46])([Cl:24])[Cl:45])[N:27]=[C:28]([C:36]2[CH:37]=[C:38]([CH:42]=[CH:43][CH:44]=2)[C:39]([CH:12]=[C:4]2[N:3]([CH2:1][CH3:2])[C:7]3[CH:8]=[CH:9][CH:10]=[CH:11][C:6]=3[S:5]2)=[O:40])[N:29]=1 |f:0.1|. Procedure details: 3-Ethyl-2-methyl-benzothiazolium-p-toluenesulfonate (5.0 pbw) and 3-(4,6-bis-trichloromethyl-s-triazin-2-yl) benzoylchloride (7.4 pbw) are successively suspended or dissolved, respectively, in 50 pbw of toluene. The mixture is cooled to 15° C. and, at this temperature, 6.0 pbw of triethylamine are added dropwise with the exclusion of moisture. The mixture discolors towards dark brown and is stirred for 3 hours at room temperature. The precipitate that forms is removed by filtration with suction ... The solvent is CN(C)C=O (DMF). Procedure: 3-Fluorophenol (0.30 mol), Cs2CO3 (197.0 g, 0.61 mol), and ethyl 2-bromopropionate (54.3 g, 0.30 mol) were combined in anhydrous DMF (1000 mL) and stirred at 90° C. under an atmosphere of nitrogen. After 16 h, the DMF was removed in vacuo. The residue was dissolved in ethyl acetate (300 mL) and washed twice with water and once with brine. The organic layer was dried over Na2SO4 and concentrated in vacuo to produce an oil. Conditions: temperature 90 celsius, time 16 hour. The product is C(C)OC(C(C)OC1=CC(=CC=C1)F)=O (2-(3-Fluorophenoxy)propionic acid ethyl ester). Starting materials: FC=1C=C(C=CC1)O (3-Fluorophenol), C(=O)([O-])[O-].[Cs+].[Cs+] (Cs2CO3), BrC(C(=O)OCC)C (ethyl 2-bromopropionate). RXN SMILES: [F:1][C:2]1[CH:3]=[C:4]([OH:8])[CH:5]=[CH:6][CH:7]=1.C([O-])([O-])=O.[Cs+].[Cs+].Br[CH:16]([CH3:22])[C:17]([O:19][CH2:20][CH3:21])=[O:18]>CN(C=O)C>[CH2:20]([O:19][C:17](=[O:18])[CH:16]([O:8][C:4]1[CH:5]=[CH:6][CH:7]=[C:2]([F:1])[CH:3]=1)[CH3:22])[CH3:21] |f:1.2.3|.